This data is from the Open Reaction Database (ORD), a public repository of structured organic reaction records. The task is: describe an organic reaction: reactants, conditions, products, and yield Starting materials: ClC1=C(C2=C(CCN(CC2)C(C(F)(F)F)=O)C=C1)OS(=O)(=O)C(F)(F)F (7-chloro-3-(2,2,2-trifluoroacetyl)-6-trifluoromethanesulfonyloxy-2,3,4,5-tetrahydro-1H-benzo[d]azepine), N1(CCCCC1)C(=O)C1=CC=C(CN)C=C1 (4-(piperidin-1-ylcarbonyl)-benzylamine). Yields the product ClC1=C(C2=C(CCN(CC2)C(C(F)(F)F)=O)C=C1)NCC1=CC=C(C=C1)C(=O)N1CCCCC1 (7-chloro-6-[4-(piperidine-1-carbonyl)-benzylamino]-3-(2,2,2-trifluoroacetyl)-2,3,4,5-tetrahydro-1H-benzo[d]azepine). Reaction SMILES: [Cl:1][C:2]1[CH:18]=[CH:17][C:5]2[CH2:6][CH2:7][N:8]([C:11](=[O:16])[C:12]([F:15])([F:14])[F:13])[CH2:9][CH2:10][C:4]=2[C:3]=1OS(C(F)(F)F)(=O)=O.[N:27]1([C:33]([C:35]2[CH:42]=[CH:41][C:38]([CH2:39][NH2:40])=[CH:37][CH:36]=2)=[O:34])[CH2:32][CH2:31][CH2:30][CH2:29][CH2:28]1>>[Cl:1][C:2]1[CH:18]=[CH:17][C:5]2[CH2:6][CH2:7][N:8]([C:11](=[O:16])[C:12]([F:15])([F:14])[F:13])[CH2:9][CH2:10][C:4]=2[C:3]=1[NH:40][CH2:39][C:38]1[CH:37]=[CH:36][C:35]([C:33]([N:27]2[CH2:32][CH2:31][CH2:30][CH2:29][CH2:28]2)=[O:34])=[CH:42][CH:41]=1. Reported procedure: Using a method similar to the General Procedure 5-2, react 7-chloro-3-(2,2,2-trifluoroacetyl)-6-trifluoromethanesulfonyloxy-2,3,4,5-tetrahydro-1H-benzo[d]azepine (500 mg, 1.17 mmol) with 4-(piperidin-1-ylcarbonyl)-benzylamine (308 mg, 1.41 mmol). Purify by chromatography on silica gel eluting with hexane/EtOAc (20:1, 10:1, 7:1 and 5:1) to give 7-chloro-6-[4-(piperidine-1-carbonyl)-benzylamino]-3-(2,2,2-trifluoroacetyl)-2,3,4,5-tetrahydro-1H-benzo[d]azepine as an oil. Starting materials: CC1=CC=C(C=C1)S(=O)(=O)OCC1OC2=C(C1)C=CC=C2OS(=O)(=O)C(F)(F)F ((±)-(7-{[(trifluoromethyl)sulfonyl]oxy}-2,3-dihydro-1-benzofuran-2-yl)methyl 4-methylbenzenesulfonate), Intermediate 50, ClC=1C=C(C=CC1F)B(O)O (3-chloro-4-fluorophenylboronic acid), P(=O)([O-])([O-])[O-].[K+].[K+].[K+] (potassium phosphate). Reagents/catalysts: C=1C=CC(=CC1)[P](C=2C=CC=CC2)(C=3C=CC=CC3)[Pd]([P](C=4C=CC=CC4)(C=5C=CC=CC5)C=6C=CC=CC6)([P](C=7C=CC=CC7)(C=8C=CC=CC8)C=9C=CC=CC9)[P](C=1C=CC=CC1)(C=1C=CC=CC1)C=1C=CC=CC1 (tetrakis(triphenylphosphine)palladium(0)). Product: CC1=CC=C(C=C1)S(=O)(=O)OCC1OC2=C(C1)C=CC=C2C2=CC(=C(C=C2)F)Cl ((±)-[7-(3-chloro-4-fluorophenyl)-2,3-dihydro-1-benzofuran-2-yl]methyl 4-methylbenzenesulfonate). The yield is 47.3%. As a reaction SMILES: [CH3:1][C:2]1[CH:7]=[CH:6][C:5]([S:8]([O:11][CH2:12][CH:13]2[CH2:17][C:16]3[CH:18]=[CH:19][CH:20]=[C:21](OS(C(F)(F)F)(=O)=O)[C:15]=3[O:14]2)(=[O:10])=[O:9])=[CH:4][CH:3]=1.[Cl:30][C:31]1[CH:32]=[C:33](B(O)O)[CH:34]=[CH:35][C:36]=1[F:37].P([O-])([O-])([O-])=O.[K+].[K+].[K+]>C1C=CC([P]([Pd]([P](C2C=CC=CC=2)(C2C=CC=CC=2)C2C=CC=CC=2)([P](C2C=CC=CC=2)(C2C=CC=CC=2)C2C=CC=CC=2)[P](C2C=CC=CC=2)(C2C=CC=CC=2)C2C=CC=CC=2)(C2C=CC=CC=2)C2C=CC=CC=2)=CC=1>[CH3:1][C:2]1[CH:7]=[CH:6][C:5]([S:8]([O:11][CH2:12][CH:13]2[CH2:17][C:16]3[CH:18]=[CH:19][CH:20]=[C:21]([C:33]4[CH:34]=[CH:35][C:36]([F:37])=[C:31]([Cl:30])[CH:32]=4)[C:15]=3[O:14]2)(=[O:9])=[O:10])=[CH:4][CH:3]=1 |f:2.3.4.5,^1:52,54,73,92|. Procedure details: Treatment of (±)-(7-{[(trifluoromethyl)sulfonyl]oxy}-2,3-dihydro-1-benzofuran-2-yl)methyl 4-methylbenzenesulfonate (1.5 g, 3.32 mmol) with 3-chloro-4-fluorophenylboronic acid (0.87 g, 4.97 mmol), tetrakis(triphenylphosphine)palladium(0) (0.38 g, 0.33 mmol), and potassium phosphate (1.41 g, 6.64 mmol) generally according to the procedure described for Intermediate 50 provided 0.68 g (48%) of (±)-[7-(3-chloro-4-fluorophenyl)-2,3-dihydro-1-benzofuran-2-yl]methyl 4-methylbenzenesulfonate as a white ... Reactants: CCSC1=NC(=O)C(=Cc2ccc3c(cnn3Cc3ccc(C(C)(C)O)cc3C(F)(F)F)c2)S1, CC1CNCC(C)N1. Product: CC1CN(C2=NC(=O)C(=Cc3ccc4c(cnn4Cc4ccc(C(C)(C)O)cc4C(F)(F)F)c3)S2)CC(C)N1. As a reaction SMILES: [CH2:1]([S:2][C:4]1=[N:8][C:7](=[O:9])[C:6](=[CH:10][c:11]2[cH:12][c:13]3[cH:14][n:15][n:16]([CH2:20][c:21]4[c:22]([C:31]([F:32])([F:33])[F:34])[cH:23][c:24]([C:27]([CH3:28])([CH3:29])[OH:30])[cH:25][cH:26]4)[c:17]3[cH:18][cH:19]2)[S:5]1)[CH3:3].[CH3:35][CH:36]1[NH:37][CH:38]([CH3:42])[CH2:39][NH:40][CH2:41]1>>[C:4]1([N:40]2[CH2:39][CH:38]([CH3:42])[NH:37][CH:36]([CH3:35])[CH2:41]2)=[N:8][C:7](=[O:9])[C:6](=[CH:10][c:11]2[cH:12][c:13]3[cH:14][n:15][n:16]([CH2:20][c:21]4[c:22]([C:31]([F:32])([F:33])[F:34])[cH:23][c:24]([C:27]([CH3:28])([CH3:29])[OH:30])[cH:25][cH:26]4)[c:17]3[cH:18][cH:19]2)[S:5]1. Reaction SMILES: Br[CH2:2][CH2:3][N:4]1[CH2:9][CH2:8][O:7][CH2:6][CH2:5]1.[C:10]([C@H:14]1[C:44](=[O:45])[N:43]2[CH2:46][C@@H:40]([CH2:41][C@H:42]2[C:47]([NH:49][C@:50]2([C:55](=[O:64])[NH:56][S:57]([C:60]3([CH3:63])[CH2:62][CH2:61]3)(=[O:59])=[O:58])[CH2:52][C@H:51]2[CH:53]=[CH2:54])=[O:48])[O:39][C:26]2=[N:27][C:28]3[CH:29]=[C:30]([CH:36]([CH3:38])[CH3:37])[CH:31]=[CH:32][C:33]=3[C:34]([OH:35])=[C:25]2[CH2:24][CH2:23][CH2:22][CH2:21][CH2:20][C@@H:19]2[CH2:65][C@H:18]2[O:17][C:16](=[O:66])[NH:15]1)([CH3:13])([CH3:12])[CH3:11]>>[C:10]([C@H:14]1[C:44](=[O:45])[N:43]2[CH2:46][C@@H:40]([CH2:41][C@H:42]2[C:47]([NH:49][C@:50]2([C:55](=[O:64])[NH:56][S:57]([C:60]3([CH3:63])[CH2:62][CH2:61]3)(=[O:59])=[O:58])[CH2:52][C@H:51]2[CH:53]=[CH2:54])=[O:48])[O:39][C:26]2=[N:27][C:28]3[CH:29]=[C:30]([CH:36]([CH3:38])[CH3:37])[CH:31]=[CH:32][C:33]=3[C:34]([O:35][CH2:2][CH2:3][N:4]3[CH2:9][CH2:8][O:7][CH2:6][CH2:5]3)=[C:25]2[CH2:24][CH2:23][CH2:22][CH2:21][CH2:20][C@@H:19]2[CH2:65][C@H:18]2[O:17][C:16](=[O:66])[NH:15]1)([CH3:12])([CH3:13])[CH3:11]. Starting materials: BrCCN1CCOCC1 (4-(2-bromoethyl)morpholine), C9, C(C)(C)(C)[C@@H]1NC(O[C@H]2[C@H](CCCCCC=3C(=NC=4C=C(C=CC4C3O)C(C)C)O[C@@H]3C[C@H](N(C1=O)C3)C(=O)N[C@]3([C@@H](C3)C=C)C(NS(=O)(=O)C3(CC3)C)=O)C2)=O ((1aR,5S,8S,10R,22aR)-5-tert-butyl-N-[(1R,2S)-2-ethenyl-1-{[(1-methylcyclopropyl)sulfonyl]carbamoyl}cyclopropyl]-17-hydroxy-3,6-dioxo-14-(propan-2-yl)-1,1a,3,4,5,6,9,10,18,19,20,21,22,22a-tetradecahydro-8H-7,10-methanocyclopropa[18,19][1,10,3,6]dioxadiazacyclononadecino[11,12-b]quinoline-8-carboxamide), intermediates A2. Product: C(C)(C)(C)[C@@H]1NC(O[C@H]2[C@H](CCCCCC=3C(=NC=4C=C(C=CC4C3OCCN3CCOCC3)C(C)C)O[C@@H]3C[C@H](N(C1=O)C3)C(=O)N[C@]3([C@@H](C3)C=C)C(NS(=O)(=O)C3(CC3)C)=O)C2)=O ((1aR,5S,8S,10R,22aR)-5-tert-butyl-N-[(1R,2S)-2-ethenyl-1-{[(1-methylcyclopropyl)sulfonyl]carbamoyl}cyclopropyl]-17-[2-(morpholin-4-yl)ethoxy]-3,6-dioxo-14-(propan-2-yl)-1,1a,3,4,5,6,9,10,18,19,20,21,22,22a-tetradecahydro-8H-7,10-methanocyclopropa[18,19][1,10,3,6]dioxadiazacyclononadecino[11,12-b]quinoline-8-carboxamide). Procedure details: The title compound was prepared using the same method as described in Example 42, using the 4-(2-bromoethyl)morpholine and (1aR,5S,8S,10R,22aR)-5-tert-butyl-N-[(1R,2S)-2-ethenyl-1-{[(1-methylcyclopropyl)sulfonyl]carbamoyl}cyclopropyl]-17-hydroxy-3,6-dioxo-14-(propan-2-yl)-1,1a,3,4,5,6,9,10,18,19,20,21,22,22a-tetradecahydro-8H-7,10-methanocyclopropa[18,19][1,10,3,6]dioxadiazacyclononadecino[11,12-b]quinoline-8-carboxamide (synthesized in the same way as Example 120 but using intermediates A2, B10... The reactants are CCO, CC12C=CC(C(=O)O)(CC1)CC2, [H][H]. Yields the product CC12CCC(C(=O)O)(CC1)CC2. RXN SMILES: [CH3:15][CH2:16][OH:17].[CH3:1][C:2]12[CH:3]=[CH:4][C:5]([C:10](=[O:11])[OH:12])([CH2:6][CH2:7]1)[CH2:8][CH2:9]2.[H:13][H:14]>>[CH3:1][C:2]12[CH2:3][CH2:4][C:5]([C:10](=[O:11])[OH:12])([CH2:6][CH2:7]1)[CH2:8][CH2:9]2. The reactants are FC1=C(C#N)C=C(C=C1)C=O (2-Fluoro-5-formyl-benzonitrile), [Si](C)(C)(C)C(F)(F)F (TMSCF3), Cl (HCl). Reagents/catalysts: [F-].[Cs+] (CsF). Run in C1CCOC1 (THF). Conditions: time 30 minute. Yields the product FC1=C(C#N)C=C(C=C1)C(C(F)(F)F)O (2-Fluoro-5-(2,2,2-trifluoro-1-hydroxy-ethyl)-benzonitrile). The yield is 61.3%. Reaction SMILES: [F:1][C:2]1[CH:9]=[CH:8][C:7]([CH:10]=[O:11])=[CH:6][C:3]=1[C:4]#[N:5].[Si]([C:16]([F:19])([F:18])[F:17])(C)(C)C.Cl>C1COCC1.[F-].[Cs+]>[F:1][C:2]1[CH:9]=[CH:8][C:7]([CH:10]([OH:11])[C:16]([F:19])([F:18])[F:17])=[CH:6][C:3]=1[C:4]#[N:5] |f:4.5|. Procedure: 2-Fluoro-5-formyl-benzonitrile (5 g, 33.5 mmol) and CsF (51 mg, 0.335 mmol) in THF (10 mL) were treated with TMSCF3 (4.77 g, 33.5 mmol) at room temperature for 2 hours. The reaction was then treated with 4 N HCl (5 mL) and stirred at room temperature for 30 min. The solvent was removed and the residue was partitioned between ether and water. The organic layer was washed with brine, dried over anhydrous Na2SO4, filtered and concentrated to give the crude material, purified by silica gel column (h...